Dataset: the Open Reaction Database (ORD), a public repository of structured organic reaction records. Task: describe an organic reaction: reactants, conditions, products, and yield Starting materials: COC=1C(=C(C(=O)O)C=CC1)C (3-methoxy-2-methylbenzoic acid), CC=1C=C(C(=O)N(N)C(C)(C)C)C=C(C1)C (N-(3,5-dimethylbenzoyl)-N-tert-butylhydrazine). Run in S(=O)(Cl)Cl (thionyl chloride), C(Cl)Cl (methylene chloride), C(Cl)Cl (methylene chloride). Conditions: time 8 hour. The product is COC=1C(=C(C(=O)NN(C(C)(C)C)C(C2=CC(=CC(=C2)C)C)=O)C=CC1)C (N-(3-methoxy-2-methylbenzoyl)-N'-(3,5-dimethylbenzoyl)-N'-tert-butylhydrazine). Yield: 57.0%. Reaction SMILES: [CH3:1][O:2][C:3]1[C:4]([CH3:12])=[C:5]([CH:9]=[CH:10][CH:11]=1)[C:6]([OH:8])=O.[CH3:13][C:14]1[CH:15]=[C:16]([CH:25]=[C:26]([CH3:28])[CH:27]=1)[C:17]([N:19]([C:21]([CH3:24])([CH3:23])[CH3:22])[NH2:20])=[O:18]>S(Cl)(Cl)=O.C(Cl)Cl>[CH3:1][O:2][C:3]1[C:4]([CH3:12])=[C:5]([CH:9]=[CH:10][CH:11]=1)[C:6]([NH:20][N:19]([C:17](=[O:18])[C:16]1[CH:15]=[C:14]([CH3:13])[CH:27]=[C:26]([CH3:28])[CH:25]=1)[C:21]([CH3:24])([CH3:23])[CH3:22])=[O:8]. Procedure: A solution of 3-methoxy-2-methylbenzoic acid (1.5 g, 0.01 mole) in thionyl chloride (10 mL.) was refluxed for 45 minutes and then stripped under reduced pressure. The residue was dissolved in methylene chloride (50 mL) and added dropwise with cooling at 0° C. to a solution of N-(3,5-dimethylbenzoyl)-N-tert-butylhydrazine (4.4 g. 0.02 mole) in methylene chloride (50 mL). Following the addition, the solution was stirred overnight at room temperature and filtered. The filter-cake was washed extensi... Starting materials: C(C)(C)(C)C1=CC2=C(C(N(C2)C2=C(C(=CC=C2)C=2N=C(C(N(C2)C)=O)NC2=CC=C(C=C2)C2N(CCNC2=O)C)C)=O)S1 (2-tert-Butyl-5-(2-methyl-3-(4-methyl-6-(4-(1-methyl-3-oxopiperazin-2-yl)phenylamino)-5-oxo-4,5-dihydropyrazin-2-yl)phenyl)-4H-thieno[2,3-c]pyrrol-6(5H)-one), C(C)(=O)OCC1=C(C=CC=C1B1OC(C(O1)(C)C)(C)C)N1C(C2=CC=C(C=C2C1)N(C)C)=O (2-(5-(Dimethylamino)-1-oxoisoindolin-2-yl)-6-(4,4,5,5-tetramethyl-1,3,2-dioxaborolan-2-yl)benzyl Acetate), BrC=1C=C(C(N(C1)C)=O)NC1=NC=NC=C1 (5-Bromo-1-methyl-3-(pyrimidin-4-ylamino)pyridin-2(1H)-one). The product is CN(C=1C=C2CN(C(C2=CC1)=O)C1=C(C(=CC=C1)C1=CN(C(C(=C1)NC1=NC=NC=C1)=O)C)CO)C (5-(Dimethylamino)-2-(2-(hydroxymethyl)-3-(1-methyl-6-oxo-5-(pyrimidin-4-ylamino)-1,6-dihydropyridin-3-yl)phenyl)isoindolin-1-one). Isolated yield 33.6%. As a reaction SMILES: C(C1SC2C(=O)N(C3C=CC=C(C4N=C(NC5C=CC(C6C(=O)NCCN6C)=CC=5)C(=O)N(C)C=4)C=3C)CC=2C=1)(C)(C)C.C([O:47][CH2:48][C:49]1[C:54](B2OC(C)(C)C(C)(C)O2)=[CH:53][CH:52]=[CH:51][C:50]=1[N:64]1[CH2:72][C:71]2[C:66](=[CH:67][CH:68]=[C:69]([N:73]([CH3:75])[CH3:74])[CH:70]=2)[C:65]1=[O:76])(=O)C.Br[C:78]1[CH:79]=[C:80]([NH:86][C:87]2[CH:92]=[CH:91][N:90]=[CH:89][N:88]=2)[C:81](=[O:85])[N:82]([CH3:84])[CH:83]=1>>[CH3:74][N:73]([CH3:75])[C:69]1[CH:70]=[C:71]2[C:66](=[CH:67][CH:68]=1)[C:65](=[O:76])[N:64]([C:50]1[CH:51]=[CH:52][CH:53]=[C:54]([C:78]3[CH:79]=[C:80]([NH:86][C:87]4[CH:92]=[CH:91][N:90]=[CH:89][N:88]=4)[C:81](=[O:85])[N:82]([CH3:84])[CH:83]=3)[C:49]=1[CH2:48][OH:47])[CH2:72]2. Reported procedure: Using the same general procedure as described for the preparation of 104, reaction of 123e (400 mg, 0.890 mmol) with 107a (207 mg, 0.740 mmol) followed by a hydrolysis gave a 28% yield (120 mg) of 124 as a white solid: mp 206-208° C.; 1H NMR (500 MHz, DMSO-d6) δ 9.17 (s, 1H), 8.73 (d, 1H, J=2.0 Hz), 8.65 (s, 1H), 8.30 (d, 1H, J=6.0 Hz), 7.57 (d, 1H, J=8.5 Hz), 7.55 (d, 1H, J=2.5 Hz), 7.49 (t, 1H, J=2.5 Hz), 7.43 (dd, 1H, J=8.0, 1.5 Hz), 7.37 (dd, 1H, J=8.0, 1.5 Hz), 7.31 (dd, 1H, J=6.0, 1.5 Hz),... Reactants: N1C=C(C2=CC=CC=C12)C1(C(NC2=CC=CC=C12)=O)C1CNC2=CC=CC=C12 (3-(1H-indol-3-yl)-3,3′-biindolin-2-one), P2S5.2C5H5N, CS(=O)(=O)C (dimethylsulfone). The solvent is O (water). Product: N1C=C(C2=CC=CC=C12)C1(C(NC2=CC=CC=C12)=S)C1CNC2=CC=CC=C12 (3-(1H-Indol-3-yl)-3,3′-biindoline-2-thione). RXN SMILES: [NH:1]1[C:9]2[C:4](=[CH:5][CH:6]=[CH:7][CH:8]=2)[C:3]([C:10]2([CH:20]3[C:28]4[C:23](=[CH:24][CH:25]=[CH:26][CH:27]=4)[NH:22][CH2:21]3)[C:18]3[C:13](=[CH:14][CH:15]=[CH:16][CH:17]=3)[NH:12][C:11]2=O)=[CH:2]1.C[S:30](C)(=O)=O>O>[NH:1]1[C:9]2[C:4](=[CH:5][CH:6]=[CH:7][CH:8]=2)[C:3]([C:10]2([CH:20]3[C:28]4[C:23](=[CH:24][CH:25]=[CH:26][CH:27]=4)[NH:22][CH2:21]3)[C:18]3[C:13](=[CH:14][CH:15]=[CH:16][CH:17]=3)[NH:12][C:11]2=[S:30])=[CH:2]1. Procedure: 3-(1H-indol-3-yl)-3,3′-biindolin-2-one (728 mg, 2 mmol), crystalline P2S5.2C5H5N (228 mg, 0.6 mmol) and dimethylsulfone (3.05 g) were heated (165-170° C.) for 20 min. The melt was allowed to cool and then heated in water for 10 min. The solid formed was collected, 766 mg (94%), mp>260° C. 1H NMR (300 MHz, DMSO-d6) δ 7.09-7.15 (m, 2H), 7.18-7.20 (m, 5H), 7.24-7.30 (m, 7H), 13.00 (s, 1H); 13C NMR (75.5 MHz, DMSO-d6) δ 72.7 (s), 111.2 (d), 124.4 (d), 126.5 (d), 127.5 (d), 128.6 (s), 128.7 (s), 129.... The reactants are ClC1=CC=C(C=C1)C=1C=C(C=NC1O[C@H](C(F)(F)F)C)N (5-(4-chloro-phenyl)-6-((S)-2,2,2-trifluoro-1-methyl-ethoxy)-pyridin-3-ylamine), N1=CC(=CC=C1)C(=O)O (3-pyridine carboxylic acid). Yields the product ClC1=CC=C(C=C1)C=1C=C(C=NC1O[C@H](C(F)(F)F)C)NC(C1=CN=CC=C1)=O ((S)-N-(5-(4-chlorophenyl)-6-(1,1,1-trifluoropropan-2-yloxy)pyridin-3-yl)nicotinamide). RXN SMILES: [Cl:1][C:2]1[CH:7]=[CH:6][C:5]([C:8]2[CH:9]=[C:10]([NH2:21])[CH:11]=[N:12][C:13]=2[O:14][C@@H:15]([CH3:20])[C:16]([F:19])([F:18])[F:17])=[CH:4][CH:3]=1.[N:22]1[CH:27]=[CH:26][CH:25]=[C:24]([C:28](O)=[O:29])[CH:23]=1>>[Cl:1][C:2]1[CH:3]=[CH:4][C:5]([C:8]2[CH:9]=[C:10]([NH:21][C:28](=[O:29])[C:24]3[CH:25]=[CH:26][CH:27]=[N:22][CH:23]=3)[CH:11]=[N:12][C:13]=2[O:14][C@@H:15]([CH3:20])[C:16]([F:17])([F:18])[F:19])=[CH:6][CH:7]=1. Procedure: The title compound was synthesized in analogy to Example 42g, using 5-(4-chloro-phenyl)-6-((S)-2,2,2-trifluoro-1-methyl-ethoxy)-pyridin-3-ylamine (example 420 and 3-pyridine carboxylic acid (CAN 59-67-6) as starting materials; MS (EI) 422.0 (M+H)+. Starting materials: C=C(C)CBr, CC(=O)Nc1cc([N+](=O)[O-])ccc1Br, [H-], [Na+], CN(C)C=O. The product is C=C(C)CN(C(C)=O)c1cc([N+](=O)[O-])ccc1Br. RXN SMILES: [Br:17][CH2:18][C:19](=[CH2:20])[CH3:21].[Br:3][c:4]1[c:5]([NH:13][C:14]([CH3:15])=[O:16])[cH:6][c:7]([N+:10](=[O:11])[O-:12])[cH:8][cH:9]1.[H-:2].[Na+:1].[O:22]=[CH:23][N:24]([CH3:25])[CH3:26]>>[Br:3][c:4]1[c:5]([N:13]([C:14]([CH3:15])=[O:16])[CH2:20][C:19](=[CH2:18])[CH3:21])[cH:6][c:7]([N+:10](=[O:11])[O-:12])[cH:8][cH:9]1.